This data is from the Open Reaction Database (ORD), a public repository of structured organic reaction records. The task is: describe an organic reaction: reactants, conditions, products, and yield Reactants: [Cr](=O)(=O)([O-])Cl.[NH+]1=CC=CC=C1 (pyridinium chlorochromate), C(C)(=O)OC=1C=C(C(=O)N2C(CCCC2)C(O)C2=CC=CC=C2)C=C(C1)OC(C)=O (1-[3,5-bis(acetyloxy)benzoyl]-α-phenyl-2-piperidinemethanol). The solvent is ClCCl (dichloromethane). Run at temperature 23 celsius, time 4 hour. Product: C(C1=CC=CC=C1)(=O)C1N(CCCC1)C(C1=CC(=CC(=C1)OC(C)=O)OC(C)=O)=O (2-benzoyl-1-[3,5-bis(acetyloxy)benzoyl]-piperidine). As a reaction SMILES: [Cr](Cl)([O-])(=O)=O.[NH+]1C=CC=CC=1.[C:12]([O:15][C:16]1[CH:17]=[C:18]([CH:35]=[C:36]([O:38][C:39](=[O:41])[CH3:40])[CH:37]=1)[C:19]([N:21]1[CH2:26][CH2:25][CH2:24][CH2:23][CH:22]1[CH:27]([C:29]1[CH:34]=[CH:33][CH:32]=[CH:31][CH:30]=1)[OH:28])=[O:20])(=[O:14])[CH3:13]>ClCCl>[C:27]([CH:22]1[CH2:23][CH2:24][CH2:25][CH2:26][N:21]1[C:19](=[O:20])[C:18]1[CH:17]=[C:16]([O:15][C:12](=[O:14])[CH3:13])[CH:37]=[C:36]([O:38][C:39](=[O:41])[CH3:40])[CH:35]=1)(=[O:28])[C:29]1[CH:34]=[CH:33][CH:32]=[CH:31][CH:30]=1 |f:0.1|. Procedure details: Add pyridinium chlorochromate (2.96 g) and 3Å, 1/16-inch molecular sieves (2.96 g) to a solution of 1-[3,5-bis(acetyloxy)benzoyl]-α-phenyl-2-piperidinemethanol (2.66 g) in dry dichloromethane (60 ml). Stir the resulting mixture at 23° C. for 4 hours. Filter the mixture through diatomaceous earth, and concentrate the filtrate. Chromatograph the residue over silica gel, and elute the column with 10% ethyl acetate in chloroform. Combine appropriate fractions, concentrate them, and crystallize the r... Starting materials: C(C)(C)(C)OC(=O)C=1OC2=C(C1C)C(=CC=C2)OCC(N(C)C)=O (4-dimethylcarbamoylmethoxy-3-methyl-benzofuran-2-carboxylic acid tert-butyl ester), C(=O)(C(F)(F)F)O.C(Cl)Cl (TFA methylene chloride). Reaction conditions: time 4 hour. Yields the product CN(C(=O)COC1=CC=CC2=C1C(=C(O2)C(=O)O)C)C (4-dimethylcarbamoylmethoxy-3-methyl-benzofuran-2-carboxylic acid). As a reaction SMILES: C([O:5][C:6]([C:8]1[O:9][C:10]2[CH:17]=[CH:16][CH:15]=[C:14]([O:18][CH2:19][C:20](=[O:24])[N:21]([CH3:23])[CH3:22])[C:11]=2[C:12]=1[CH3:13])=[O:7])(C)(C)C.C(O)(C(F)(F)F)=O.C(Cl)Cl>>[CH3:22][N:21]([CH3:23])[C:20]([CH2:19][O:18][C:14]1[C:11]2[C:12]([CH3:13])=[C:8]([C:6]([OH:7])=[O:5])[O:9][C:10]=2[CH:17]=[CH:16][CH:15]=1)=[O:24] |f:1.2|. Reported procedure: The above 4-dimethylcarbamoylmethoxy-3-methyl-benzofuran-2-carboxylic acid tert-butyl ester was dissolved into a 40% TFA/methylene chloride solution, and stirred at room temperature for four hours. Evaporation of solvent gave 4-dimethylcarbamoylmethoxy-3-methyl-benzofuran-2-carboxylic acid in quantitative yield.